This data is from the Open Reaction Database (ORD), a public repository of structured organic reaction records. The task is: describe an organic reaction: reactants, conditions, products, and yield The reactants are ClC1=C(C=CC(=C1Cl)OC)CC(=O)OC (2,3-Dichloro-4-methoxybenzeneacetic acid, methyl ester). Solvent: Br (HBr), O (water). Yields the product ClC1=C(C=CC(=C1Cl)O)CC(=O)O (2,3-dichloro-4-hydroxybenzeneacetic acid). Reaction SMILES: [Cl:1][C:2]1[C:7]([Cl:8])=[C:6]([O:9]C)[CH:5]=[CH:4][C:3]=1[CH2:11][C:12]([O:14]C)=[O:13]>Br.O>[Cl:1][C:2]1[C:7]([Cl:8])=[C:6]([OH:9])[CH:5]=[CH:4][C:3]=1[CH2:11][C:12]([OH:14])=[O:13]. Procedure: 2,3-Dichloro-4-methoxybenzeneacetic acid, methyl ester, 46 gm, was refluxed for 18 hours in concentrated HBr, 350 mL. The reaction mixture was poured in water, 1.4 L, and the solution was extracted with EtOAc, 2×500 mL. The organic layers were washed with water, dried (Na2SO4) and concentrated to dryness. The residue was slurried in 20% EtOAc-hexane to yield 2,3-dichloro-4-hydroxybenzeneacetic acid, mp 189-190° C. The acid was stirred at room temperature in methanolic HCl, 100 mL, for 30 minutes... Reactants: CCO, Nc1nccn2c(C3CCC3)nc(-c3ccc(Oc4cccc([N+](=O)[O-])c4)cc3)c12, Cl, [Fe], [Na+], O=C([O-])O. Product: Nc1cccc(Oc2ccc(-c3nc(C4CCC4)n4ccnc(N)c34)cc2)c1. As a reaction SMILES: [CH3:31][CH2:32][OH:33].[CH:1]1([c:5]2[n:6][c:7](-[c:15]3[cH:16][cH:17][c:18]([O:21][c:22]4[cH:23][c:24]([N+:28]([O-:29])=[O:30])[cH:25][cH:26][cH:27]4)[cH:19][cH:20]3)[c:8]3[n:9]2[cH:10][cH:11][n:12][c:13]3[NH2:14])[CH2:2][CH2:3][CH2:4]1.[ClH:34].[Fe:40].[Na+:39].[O-:35][C:36]([OH:37])=[O:38]>>[CH:1]1([c:5]2[n:6][c:7](-[c:15]3[cH:16][cH:17][c:18]([O:21][c:22]4[cH:23][c:24]([NH2:28])[cH:25][cH:26][cH:27]4)[cH:19][cH:20]3)[c:8]3[n:9]2[cH:10][cH:11][n:12][c:13]3[NH2:14])[CH2:2][CH2:3][CH2:4]1. Starting materials: COC(=O)C1(C)CCC(C(C)=O)CC1, CCO, Cl, [Na+], [OH-]. The product is CC(=O)C1CCC(C)(C(=O)O)CC1. Reaction SMILES: [C:3]([CH3:4])(=[O:5])[CH:6]1[CH2:7][CH2:8][C:9]([C:12](=[O:13])[O:14][CH3:15])([CH3:16])[CH2:10][CH2:11]1.[CH3:18][CH2:19][OH:20].[ClH:17].[Na+:2].[OH-:1]>>[C:3]([CH3:4])(=[O:5])[CH:6]1[CH2:7][CH2:8][C:9]([C:12](=[O:13])[OH:14])([CH3:16])[CH2:10][CH2:11]1. Reactants: CCC(C=O)NC(c1ccccc1)(c1ccccc1)c1ccccc1, [Li]C, [Cl-], [NH4+]. Product: CCC(NC(c1ccccc1)(c1ccccc1)c1ccccc1)C(C)O. RXN SMILES: [C:3]([c:4]1[cH:5][cH:6][cH:7][cH:8][cH:9]1)([c:10]1[cH:11][cH:12][cH:13][cH:14][cH:15]1)([c:16]1[cH:17][cH:18][cH:19][cH:20][cH:21]1)[NH:22][CH:23]([CH:24]=[O:25])[CH2:26][CH3:27].[CH3:1][Li:2].[Cl-:28].[NH4+:29]>>[CH3:1][CH:24]([CH:23]([NH:22][C:3]([c:4]1[cH:5][cH:6][cH:7][cH:8][cH:9]1)([c:10]1[cH:11][cH:12][cH:13][cH:14][cH:15]1)[c:16]1[cH:17][cH:18][cH:19][cH:20][cH:21]1)[CH2:26][CH3:27])[OH:25]. The product is [C@@H]1([C@H](O)[C@@H](O)[C@H](O)[C@H](O1)CO)OC1=NNC(=C1CC1=C(C=C(C=C1)/C=C/CCN1CC2(CCC1)CCN(CC2)C(CNC(=O)NCC(C)C)=O)C)C(C)C (1-(2-{2-[(3E)-4-(4-{[3-(beta-D-glucopyranosyloxy)-5-(propan-2-yl)-1H-pyrazol-4-yl]methyl}-3-methylphenyl)but-3-en-1-yl]-2,9-diazaspiro[5.5]undec-9-yl}-2-oxoethyl)-3-(2-methylpropyl)urea). The yield is 46.2%. The solvent is ClCCl (dichloromethane). Procedure: Add isobutyl isocyanate (77 mg, 0.78 mmol) to a solution of 4-(4-{(1E)-4-[9-(aminoacetyl)-2,9-diazaspiro[5.5]undec-2-yl]but-1-en-1-yl]-2-methylbenzyl}-5-(propan-2-yl)-1H-pyrazol-3-yl 2,3,4,6-tetra-O-acetyl-beta-D-glucopyranoside dihydrochloride (350 mg, 0.39 mmol) and diisopropylethylamine (302 mg, 2.34 mmol) in dichloromethane (1.0 mL). After 30 min at room temperature, concentrate to dryness under the reduced pressure. Treat the residue with 2.0 M NH3/methanol (1.0 mL) for 3 hours at room temp... RXN SMILES: [CH2:1]([N:5]=[C:6]=[O:7])[CH:2]([CH3:4])[CH3:3].Cl.Cl.C([O:13][C@@H:14]1[C@@H:55]([O:56]C(=O)C)[C@H:54]([O:60]C(=O)C)[C@@H:53]([CH2:64][O:65]C(=O)C)[O:52][C@H:15]1[O:16][C:17]1[C:21]([CH2:22][C:23]2[CH:28]=[CH:27][C:26](/[CH:29]=[CH:30]/[CH2:31][CH2:32][N:33]3[CH2:38][CH2:37][CH2:36][C:35]4([CH2:43][CH2:42][N:41]([C:44](=[O:47])[CH2:45][NH2:46])[CH2:40][CH2:39]4)[CH2:34]3)=[CH:25][C:24]=2[CH3:48])=[C:20]([CH:49]([CH3:51])[CH3:50])[NH:19][N:18]=1)(=O)C.C(N(C(C)C)CC)(C)C>ClCCl>[C@@H:15]1([O:16][C:17]2[C:21]([CH2:22][C:23]3[CH:28]=[CH:27][C:26](/[CH:29]=[CH:30]/[CH2:31][CH2:32][N:33]4[CH2:38][CH2:37][CH2:36][C:35]5([CH2:43][CH2:42][N:41]([C:44](=[O:47])[CH2:45][NH:46][C:6]([NH:5][CH2:1][CH:2]([CH3:4])[CH3:3])=[O:7])[CH2:40][CH2:39]5)[CH2:34]4)=[CH:25][C:24]=3[CH3:48])=[C:20]([CH:49]([CH3:51])[CH3:50])[NH:19][N:18]=2)[O:52][C@H:53]([CH2:64][OH:65])[C@@H:54]([OH:60])[C@H:55]([OH:56])[C@H:14]1[OH:13] |f:1.2.3|. Reactants: C(C(C)C)N=C=O (isobutyl isocyanate), Cl.Cl.C(C)(=O)O[C@H]1[C@H](OC2=NNC(=C2CC2=C(C=C(C=C2)\C=C\CCN2CC3(CCC2)CCN(CC3)C(CN)=O)C)C(C)C)O[C@@H]([C@H]([C@@H]1OC(C)=O)OC(C)=O)COC(C)=O (4-(4-{(1E)-4-[9-(aminoacetyl)-2,9-diazaspiro[5.5]undec-2-yl]but-1-en-1-yl]-2-methylbenzyl}-5-(propan-2-yl)-1H-pyrazol-3-yl 2,3,4,6-tetra-O-acetyl-beta-D-glucopyranoside dihydrochloride), C(C)(C)N(CC)C(C)C (diisopropylethylamine). Reaction conditions: time 30 minute. Procedure details: 2-(Butyloxy)-8-(methyloxy)-9H-purin-6-amine trifluoroacetate (2 g, 5.69 mmol) and potassium carbonate (1.967 g, 14.23 mmol) were suspended in DMF (20 ml) and heated to 50° C., under nitrogen for 1 hour. The mixture was cooled to room temperature, 1-bromo-5-chloropentane (0.75 ml, 5.69 mmol) was added and stirring was continued at room temperature for 18 hours. The reaction mixture was partitioned between DCM (40 ml) and water (40 ml) and the layers were separated using a hydrophobic frit. The aq... Yield: 100.0%. RXN SMILES: FC(F)(F)C(O)=O.[CH2:8]([O:12][C:13]1[N:21]=[C:20]2[C:16]([N:17]=[C:18]([O:22][CH3:23])[NH:19]2)=[C:15]([NH2:24])[N:14]=1)[CH2:9][CH2:10][CH3:11].C(=O)([O-])[O-].[K+].[K+].Br[CH2:32][CH2:33][CH2:34][CH2:35][CH2:36][Cl:37]>CN(C=O)C>[CH2:8]([O:12][C:13]1[N:21]=[C:20]2[C:16]([N:17]=[C:18]([O:22][CH3:23])[N:19]2[CH2:32][CH2:33][CH2:34][CH2:35][CH2:36][Cl:37])=[C:15]([NH2:24])[N:14]=1)[CH2:9][CH2:10][CH3:11] |f:0.1,2.3.4|. Run in CN(C)C=O (DMF). Reaction conditions: temperature 50 celsius, time 18 hour. Product: C(CCC)OC1=NC(=C2N=C(N(C2=N1)CCCCCCl)OC)N (2-(Butyloxy)-9-(5-chloropentyl)-8-(methyloxy)-9H-purin-6-amine). Reactants: FC(C(=O)O)(F)F.C(CCC)OC1=NC(=C2N=C(NC2=N1)OC)N (2-(Butyloxy)-8-(methyloxy)-9H-purin-6-amine trifluoroacetate), C([O-])([O-])=O.[K+].[K+] (potassium carbonate), BrCCCCCCl (1-bromo-5-chloropentane). The reactants are [OH-].[Na+] (sodium hydroxide), ice water, P(=O)(O)(O)[O-].[K+] (potassium dihydrogen phosphate), C[Si](OC)(C)COC1=CC=C(C(=O)C2=CC=C(C=C2)OC[Si](OC)(C)C)C=C1 (4,4'-bis[(dimethylmethoxysilyl)methoxy]benzophenone), [OH-].[Na+] (sodium hydroxide). Run in CO (methanol), O (water), C(C)O (ethanol), O (water). Product: C[Si](O)(C)COC1=CC=C(C(=O)C2=CC=C(C=C2)OC[Si](O)(C)C)C=C1 (4,4'-bis[(dimethylhydroxysilyl)methoxy]benzophenone). Yield: 61.4%. Reaction SMILES: [OH-].[Na+].[CH3:3][Si:4]([CH2:8][O:9][C:10]1[CH:30]=[CH:29][C:13]([C:14]([C:16]2[CH:21]=[CH:20][C:19]([O:22][CH2:23][Si:24]([CH3:28])([CH3:27])[O:25]C)=[CH:18][CH:17]=2)=[O:15])=[CH:12][CH:11]=1)([CH3:7])[O:5]C.P([O-])(O)(O)=O.[K+]>O.C(O)C.CO>[CH3:28][Si:24]([CH2:23][O:22][C:19]1[CH:20]=[CH:21][C:16]([C:14]([C:13]2[CH:29]=[CH:30][C:10]([O:9][CH2:8][Si:4]([CH3:7])([CH3:3])[OH:5])=[CH:11][CH:12]=2)=[O:15])=[CH:17][CH:18]=1)([CH3:27])[OH:25] |f:0.1,3.4|. Procedure details: A reaction procedure similar to step (2) of Example 1 was followed using 18.8 grams of sodium hydroxide, 13 grams of water, 86 ml of methanol, 50 grams (0.12 mol) of 4,4'-bis[(dimethylmethoxysilyl)methoxy]benzophenone resulting from step (1), 120 ml of ethanol, 18.8 grams of sodium hydroxide, 86 ml of water, 137 grams of potassium dihydrogen phosphate, and 2,200 grams of ice water. Recrystallization from toluene gave 28.8 grams (yield 61%) of pale yellow crystals. Starting materials: C(C)OC(CCCC#CCI)=O (7-iodo-5-heptynoic acid ethyl ester), C(C)[Mg]Br (ethylmagnesium bromide), CC1=CC=C(SCC#CCC#CCC#C)C=C1 (9-(p-methylthiophenoxy)-1,4,7-nonatriyne), S(O)(O)(=O)=O (sulfuric acid), cuprous cyanide. Run in O1CCCC1 (tetrahydrofuran), CCOCC (ether), O1CCCC1 (tetrahydrofuran). Reaction conditions: temperature -10 celsius, time 1 hour. Yields the product C(C)OC(CCCC#CCC#CCC#CCC#CCSC1=CC=C(C=C1)C)=O (16-(p-methylthiophenoxy)-hexadeca-5,8,11,14-tetraynoic acid ethyl ester). As a reaction SMILES: C([Mg]Br)C.[CH3:5][C:6]1[CH:21]=[CH:20][C:9]([S:10][CH2:11][C:12]#[C:13][CH2:14][C:15]#[C:16][CH2:17][C:18]#[CH:19])=[CH:8][CH:7]=1.[CH2:22]([O:24][C:25](=[O:33])[CH2:26][CH2:27][CH2:28][C:29]#[C:30][CH2:31]I)[CH3:23].S(=O)(=O)(O)O>CCOCC.O1CCCC1>[CH2:22]([O:24][C:25](=[O:33])[CH2:26][CH2:27][CH2:28][C:29]#[C:30][CH2:31][C:19]#[C:18][CH2:17][C:16]#[C:15][CH2:14][C:13]#[C:12][CH2:11][S:10][C:9]1[CH:20]=[CH:21][C:6]([CH3:5])=[CH:7][CH:8]=1)[CH3:23]. Procedure details: 12.03 ml (6.077 g, 0.0455 mol) of 3.8N ethylmagnesium bromide in ether was added dropwise to a solution of 9.65 g (0.0379 mol) of 9-(p-methylthiophenoxy)-1,4,7-nonatriyne in 80 ml of anhydrous tetrahydrofuran. The temperature was maintained at -10° C. The reaction mixture was stirred for 1 hour further at 0° C., allowed to warm to room temperature, and then 374 mg of cuprous cyanide were added. The mixture was stirred for 20 additional minutes, heated to 40° C. and then treated with 13.83 g (49....